Dataset: the Open Reaction Database (ORD), a public repository of structured organic reaction records. Task: describe an organic reaction: reactants, conditions, products, and yield Procedure: 0.83 g (1.6 mmol) of 2-dimethylamino-ethyl (RS)-2-(2,6-dichlorophenyl)-5-(4-methoxyphenyl)-7-methyl-5H-thiazolo[3,2-a]pyrimidine-6-carboxylate was dissolved in 10 ml of methanolic hydrochloric acid solution (2.6N) while stirring and treated with 50 ml of diethyl ether. After 3 h. the crystals were filtered off. There was obtained 0.87 g (79%) of 2-dimethylamino-ethyl (RS)-2-(2,6-dichlorophenyl)-5-(4-methoxyphenyl)-7-methyl-5H-thiazolo[3,2-a]pyrimidine-6-carboxylate dihydrochloride as a beige sol... The solvent is Cl (hydrochloric acid). Product: Cl.Cl.ClC1=C(C(=CC=C1)Cl)C1=CN2C(=NC(=C(C2C2=CC=C(C=C2)OC)C(=O)OCCN(C)C)C)S1 (2-dimethylamino-ethyl (RS)-2-(2,6-dichlorophenyl)-5-(4-methoxyphenyl)-7-methyl-5H-thiazolo[3,2-a]pyrimidine-6-carboxylate dihydrochloride). Yield: 275.8%. Reactants: ClC1=C(C(=CC=C1)Cl)C1=CN2C(=NC(=C(C2C2=CC=C(C=C2)OC)C(=O)OCCN(C)C)C)S1 (2-dimethylamino-ethyl (RS)-2-(2,6-dichlorophenyl)-5-(4-methoxyphenyl)-7-methyl-5H-thiazolo[3,2-a]pyrimidine-6-carboxylate), C(C)OCC (diethyl ether). As a reaction SMILES: [Cl:1][C:2]1[CH:7]=[CH:6][CH:5]=[C:4]([Cl:8])[C:3]=1[C:9]1[S:34][C:12]2=[N:13][C:14]([CH3:33])=[C:15]([C:25]([O:27][CH2:28][CH2:29][N:30]([CH3:32])[CH3:31])=[O:26])[CH:16]([C:17]3[CH:22]=[CH:21][C:20]([O:23][CH3:24])=[CH:19][CH:18]=3)[N:11]2[CH:10]=1.C(OCC)C>Cl>[ClH:1].[ClH:1].[Cl:8][C:4]1[CH:5]=[CH:6][CH:7]=[C:2]([Cl:1])[C:3]=1[C:9]1[S:34][C:12]2=[N:13][C:14]([CH3:33])=[C:15]([C:25]([O:27][CH2:28][CH2:29][N:30]([CH3:32])[CH3:31])=[O:26])[CH:16]([C:17]3[CH:18]=[CH:19][C:20]([O:23][CH3:24])=[CH:21][CH:22]=3)[N:11]2[CH:10]=1 |f:3.4.5|. The reactants are FC(C=1C=C(C=O)C=CC1)(F)F (3-trifluoromethylbenzaldehyde), S(=O)(=O)([O-])S(=O)[O-].[Na+].[Na+] (sodium metabisulphite), CCOCC (ether). Solvent: O (water). Yields the product OC(C(=O)O)C1=CC(=CC=C1)C(F)(F)F (2-Hydroxy-2-(3-trifluoromethylphenyl)ethanoic acid). RXN SMILES: [F:1][C:2]([F:12])([F:11])[C:3]1[CH:4]=[C:5]([CH:8]=[CH:9][CH:10]=1)[CH:6]=[O:7].S(S([O-])=O)([O-])(=O)=[O:14].[Na+].[Na+].CC[O:24][CH2:25]C>O>[OH:7][CH:6]([C:5]1[CH:8]=[CH:9][CH:10]=[C:3]([C:2]([F:11])([F:12])[F:1])[CH:4]=1)[C:25]([OH:24])=[O:14] |f:1.2.3|. Procedure: A solution of 3-trifluoromethylbenzaldehyde (69.2 g) in ether (250 ml) was shaken with a solution of sodium metabisulphite (84.5 g) in water (85 ml). The mixture was cooled in the refrigerator overnight, the solid was collected, washed with a little propan-2-ol and dried (120 g). The bisulphite addition complex was suspended in a mixture of water (70 ml) and ether (250 ml) with rapid stirring during the addition of a solution of potassium cyanide (28.5 g) in water (85 ml). The mixture was stirre... The reactants are COC(=O)Nc1cnc(N2CCSCC2)cc1-c1ccc(F)cc1C, COCCO[AlH2-]OCCOC, Cc1ccccc1, [Na+], [Na+], [OH-]. Yields the product CNc1cnc(N2CCSCC2)cc1-c1ccc(F)cc1C. As a reaction SMILES: [CH3:13][O:14][C:15]([NH:16][c:17]1[cH:18][n:19][c:20]([N:31]2[CH2:32][CH2:33][S:34][CH2:35][CH2:36]2)[cH:21][c:22]1-[c:23]1[c:24]([CH3:30])[cH:25][c:26]([F:29])[cH:27][cH:28]1)=[O:37].[CH3:2][O:3][CH2:4][CH2:5][O:6][AlH2-:7][O:8][CH2:9][CH2:10][O:11][CH3:12].[CH3:40][c:41]1[cH:42][cH:43][cH:44][cH:45][cH:46]1.[Na+:1].[Na+:39].[OH-:38]>>[CH3:15][NH:16][c:17]1[cH:18][n:19][c:20]([N:31]2[CH2:32][CH2:33][S:34][CH2:35][CH2:36]2)[cH:21][c:22]1-[c:23]1[c:24]([CH3:30])[cH:25][c:26]([F:29])[cH:27][cH:28]1.